From a dataset of the Open Reaction Database (ORD), a public repository of structured organic reaction records. describe an organic reaction: reactants, conditions, products, and yield Procedure details: 3 In a mixture of water and isopropanol (20 : 5) was suspended 0.45 g. of 6-(4-amino-3-bromophenyl)-4,5-dihydro-3(2H)pyridazinone, and to the resulting suspension were added 0.45 g. of sodium m-nitrobenzenesulfonate and 0.27 g. of sodium hydroxide. This mixture was then refluxed with heating for 3.5 hours and allowed to stand to cool. The mixture was neutralized with 6 N hydrochloric acid, and the precipitated yellow crystals were collected by filtration. The so obtained crystals were recrystall... Solvent: O (water), C(C)(C)O (isopropanol). The reactants are NC1=C(C=C(C=C1)C=1CCC(NN1)=O)Br (6-(4-amino-3-bromophenyl)-4,5-dihydro-3(2H)pyridazinone), Cl (hydrochloric acid), [N+](=O)([O-])C=1C=C(C=CC1)S(=O)(=O)[O-].[Na+] (sodium m-nitrobenzenesulfonate), [OH-].[Na+] (sodium hydroxide). Reaction SMILES: [NH2:1][C:2]1[CH:7]=[CH:6][C:5]([C:8]2[CH2:9][CH2:10][C:11](=[O:14])[NH:12][N:13]=2)=[CH:4][C:3]=1[Br:15].[N+](C1C=C(S([O-])(=O)=O)C=CC=1)([O-])=O.[Na+].[OH-].[Na+].Cl>O.C(O)(C)C>[NH2:1][C:2]1[CH:7]=[CH:6][C:5]([C:8]2[CH:9]=[CH:10][C:11](=[O:14])[NH:12][N:13]=2)=[CH:4][C:3]=1[Br:15] |f:1.2,3.4|. Yields the product NC1=C(C=C(C=C1)C=1C=CC(NN1)=O)Br (6-(4-amino-3-bromophenyl)-3(2H)pyridazinone). Reactants: C1COCCO1, Cl, CC(C)(C)OC(=O)C(NC(=O)c1ccc(-c2cnc3ncc(C4(c5ccc6ncccc6c5)CC4)n3c2)cc1F)C(C)(C)C. Yields the product Cl, CC(C)(C)C(NC(=O)c1ccc(-c2cnc3ncc(C4(c5ccc6ncccc6c5)CC4)n3c2)cc1F)C(=O)O. As a reaction SMILES: [CH2:46]1[O:47][CH2:48][CH2:49][O:50][CH2:51]1.[ClH:45].[F:1][c:2]1[c:3]([C:4](=[O:5])[NH:6][CH:7]([C:8](=[O:9])[O:10][C:11]([CH3:12])([CH3:13])[CH3:14])[C:15]([CH3:16])([CH3:17])[CH3:18])[cH:19][cH:20][c:21](-[c:23]2[cH:24][n:25][c:26]3[n:27]([cH:28]2)[c:29]([C:32]2([c:35]4[cH:36][c:37]5[cH:38][cH:39][cH:40][n:41][c:42]5[cH:43][cH:44]4)[CH2:33][CH2:34]2)[cH:30][n:31]3)[cH:22]1>>[ClH:45].[F:1][c:2]1[c:3]([C:4](=[O:5])[NH:6][CH:7]([C:8](=[O:9])[OH:10])[C:15]([CH3:16])([CH3:17])[CH3:18])[cH:19][cH:20][c:21](-[c:23]2[cH:24][n:25][c:26]3[n:27]([cH:28]2)[c:29]([C:32]2([c:35]4[cH:36][c:37]5[cH:38][cH:39][cH:40][n:41][c:42]5[cH:43][cH:44]4)[CH2:33][CH2:34]2)[cH:30][n:31]3)[cH:22]1.